This data is from the Open Reaction Database (ORD), a public repository of structured organic reaction records. The task is: describe an organic reaction: reactants, conditions, products, and yield Run in CS(=O)C (DMSO). Run at temperature 100 celsius, time 8 hour. The product is CC1COCCN1C=1C(=NC2=CC=C(C=C2N1)C(=O)OC)C1=CC=CC=C1 (Methyl 3-(3-methylmorpholino)-2-phenylquinoxaline-6-carboxylate). Procedure details: Into a 10-mL sealed tube, was placed methyl 3-bromo-2-phenylquinoxaline-6-carboxylate (150 mg, 0.44 mmol, 1.00 equiv), and 3-methylmorpholine (443 mg, 4.39 mmol, 10.00 equiv) in DMSO (1 mL). The resulting solution was stirred overnight at 100° C. in an oil bath. The resulting mixture was concentrated in vacuo. The residue was applied onto a silica gel column with ethyl acetate/petroleum ether (1:50). This resulted in 46 mg (29%) of methyl 3-(3-methylmorpholino)-2-phenylquinoxaline-6-carboxylate ... RXN SMILES: Br[C:2]1[C:3]([C:16]2[CH:21]=[CH:20][CH:19]=[CH:18][CH:17]=2)=[N:4][C:5]2[C:10]([N:11]=1)=[CH:9][C:8]([C:12]([O:14][CH3:15])=[O:13])=[CH:7][CH:6]=2.[CH3:22][CH:23]1[CH2:28][O:27][CH2:26][CH2:25][NH:24]1>CS(C)=O>[CH3:22][CH:23]1[N:24]([C:2]2[C:3]([C:16]3[CH:21]=[CH:20][CH:19]=[CH:18][CH:17]=3)=[N:4][C:5]3[C:10]([N:11]=2)=[CH:9][C:8]([C:12]([O:14][CH3:15])=[O:13])=[CH:7][CH:6]=3)[CH2:25][CH2:26][O:27][CH2:28]1. Reactants: BrC=1C(=NC2=CC=C(C=C2N1)C(=O)OC)C1=CC=CC=C1 (methyl 3-bromo-2-phenylquinoxaline-6-carboxylate), CC1NCCOC1 (3-methylmorpholine). The reactants are 2-amandatanone, C(C)OCC (diethyl ether), solution, C(CCC)[Li] (n-butyllithium), BrC1=C(C=C(C=C1)C#CCN1CCCCCC1)Cl (1-[3-(4-bromo-3-chlorophenyl)prop-2-ynyl]azepane), C(C)OCC (diethyl ether). Solvent: CCCCCC (hexane). Run at temperature -75 celsius. Product: ClC1=C(C=CC(=C1)C#CCN1CCCCCC1)C1(C2CC3CC(CC1C3)C2)O (2-{2-Chloro-4-[3-(1-azepanyl)prop-1-ynyl]phenyl}adamantan-2-ol). As a reaction SMILES: [CH2:1]([Li])[CH2:2][CH2:3][CH3:4].Br[C:7]1[CH:12]=[CH:11][C:10]([C:13]#[C:14][CH2:15][N:16]2[CH2:22][CH2:21][CH2:20][CH2:19][CH2:18][CH2:17]2)=[CH:9][C:8]=1[Cl:23].C([O:26][CH2:27][CH3:28])C>CCCCCC>[Cl:23][C:8]1[CH:9]=[C:10]([C:13]#[C:14][CH2:15][N:16]2[CH2:22][CH2:21][CH2:20][CH2:19][CH2:18][CH2:17]2)[CH:11]=[CH:12][C:7]=1[C:27]1([OH:26])[CH:28]2[CH2:4][CH:3]3[CH2:9][CH:10]([CH2:13][CH:1]1[CH2:2]3)[CH2:11]2. Procedure details: 5.6 ml of a 15% solution of n-butyllithium in hexane are added, at −78° C., to 3.1 g of 1-[3-(4-bromo-3-chlorophenyl)prop-2-ynyl]azepane (compound Ia.7) in 50 ml of diethyl ether and stirring is maintained at −75° C. for 1 hour. Still at −78° C., 1.38 g of 2-amandatanone in 25 ml of diethyl ether are added, and the reaction mixture is then stirred for 1 hour at −78° C. Product: C(C)(=O)N1CCN(CC1)C1=CC=C(C=C1)CC1N(CCC2=CC(=CC=C12)OCC1=CC=CC=C1)C1=CC=C(C=C1)F (1-Acetyl-4-(4-{[2-(4-fluorophenyl)-6-(phenylmethoxy)(1,2,3,4-tetrahydroisoquinolyl)]methyl}phenyl)piperazine). Run at temperature 80 celsius. Yield: 41.1%. Reported procedure: A mixture of 1-(4-bromobenzyl)-6-phenylmethoxy-2-(4-fluorophenyl)-1,2,3,4-tetrahydroisoquinoline (1.0 g, 1.99 mmol), dibenzylideneacetone palladium (36 mg, 0.04 mmol), BINAP (74 mg, 0.12 mmol), sodium tert-butoxide (0.29 g, 3.0 mmol) and N-acetylpiperazine (0.38 g, 3.0 mmol) in 2 ml of toluene were added to a sealed tube under an argon atmosphere and heated at 80° C. for 16 h. The sealed tube was cooled to room temperature and the contents of the tube transferred to a separatory funnel. Ethyl ac... RXN SMILES: Br[C:2]1[CH:33]=[CH:32][C:5]([CH2:6][CH:7]2[C:16]3[C:11](=[CH:12][C:13]([O:17][CH2:18][C:19]4[CH:24]=[CH:23][CH:22]=[CH:21][CH:20]=4)=[CH:14][CH:15]=3)[CH2:10][CH2:9][N:8]2[C:25]2[CH:30]=[CH:29][C:28]([F:31])=[CH:27][CH:26]=2)=[CH:4][CH:3]=1.C1C=CC(P(C2C(C3C(P(C4C=CC=CC=4)C4C=CC=CC=4)=CC=C4C=3C=CC=C4)=C3C(C=CC=C3)=CC=2)C2C=CC=CC=2)=CC=1.CC(C)([O-])C.[Na+].[C:86]([N:89]1[CH2:94][CH2:93][NH:92][CH2:91][CH2:90]1)(=[O:88])[CH3:87]>C1(C)C=CC=CC=1.[Pd].C(=CC(C=CC1C=CC=CC=1)=O)C1C=CC=CC=1.O.C(OCC)(=O)C>[C:86]([N:89]1[CH2:94][CH2:93][N:92]([C:2]2[CH:33]=[CH:32][C:5]([CH2:6][CH:7]3[C:16]4[C:11](=[CH:12][C:13]([O:17][CH2:18][C:19]5[CH:24]=[CH:23][CH:22]=[CH:21][CH:20]=5)=[CH:14][CH:15]=4)[CH2:10][CH2:9][N:8]3[C:25]3[CH:30]=[CH:29][C:28]([F:31])=[CH:27][CH:26]=3)=[CH:4][CH:3]=2)[CH2:91][CH2:90]1)(=[O:88])[CH3:87] |f:2.3,6.7|. Starting materials: BrC1=CC=C(CC2N(CCC3=CC(=CC=C23)OCC2=CC=CC=C2)C2=CC=C(C=C2)F)C=C1 (1-(4-bromobenzyl)-6-phenylmethoxy-2-(4-fluorophenyl)-1,2,3,4-tetrahydroisoquinoline), C=1C=CC(=CC1)P(C=2C=CC=CC2)C3=CC=C4C=CC=CC4=C3C5=C6C=CC=CC6=CC=C5P(C=7C=CC=CC7)C=8C=CC=CC8 (BINAP), CC(C)([O-])C.[Na+] (sodium tert-butoxide), C(C)(=O)N1CCNCC1 (N-acetylpiperazine). Reagents/catalysts: [Pd].C(C1=CC=CC=C1)=CC(=O)C=CC1=CC=CC=C1 (dibenzylideneacetone palladium). Run in O (water), C(C)(=O)OCC (Ethyl acetate), C1(=CC=CC=C1)C (toluene). Reaction SMILES: [C:41].[CH3:38][CH2:39][OH:40].[OH:1][CH:2]([CH:3]([C:4](=[O:5])[O:6][CH2:7][c:8]1[cH:9][cH:10][cH:11][cH:12][cH:13]1)[CH2:14][c:15]1[cH:16][c:17]([O:21][C:22]([CH:23]([F:24])[F:25])([F:26])[F:27])[cH:18][cH:19][cH:20]1)[c:28]1[cH:29][cH:30][c:31]([C:34](=[O:35])[O:36][CH3:37])[cH:32][cH:33]1.[Pd:42]>>[OH:1][CH:2]([CH:3]([C:4](=[O:5])[OH:6])[CH2:14][c:15]1[cH:16][c:17]([O:21][C:22]([CH:23]([F:24])[F:25])([F:26])[F:27])[cH:18][cH:19][cH:20]1)[c:28]1[cH:29][cH:30][c:31]([C:34](=[O:35])[O:36][CH3:37])[cH:32][cH:33]1. Product: COC(=O)c1ccc(C(O)C(Cc2cccc(OC(F)(F)C(F)F)c2)C(=O)O)cc1. Starting materials: C, CCO, COC(=O)c1ccc(C(O)C(Cc2cccc(OC(F)(F)C(F)F)c2)C(=O)OCc2ccccc2)cc1, [Pd]. Reactants: Cc1cc(I)cc(C(=O)NC2(C3CC3)CC2)c1NC(=O)c1cc(C(F)(F)F)nn1-c1ncccc1Cl, N#C[Cu], C1CCOC1, [Pd], c1ccc(P(c2ccccc2)c2ccccc2)cc1, c1ccc(P(c2ccccc2)c2ccccc2)cc1, c1ccc(P(c2ccccc2)c2ccccc2)cc1, c1ccc(P(c2ccccc2)c2ccccc2)cc1. The product is Cc1cc(C#N)cc(C(=O)NC2(C3CC3)CC2)c1NC(=O)c1cc(C(F)(F)F)nn1-c1ncccc1Cl. Reaction SMILES: [C:1]1([CH:4]2[CH2:5][CH2:6]2)([NH:7][C:8](=[O:9])[c:10]2[c:11]([NH:18][C:19](=[O:20])[c:21]3[n:22](-[c:30]4[n:31][cH:32][cH:33][cH:34][c:35]4[Cl:36])[n:23][c:24]([C:26]([F:27])([F:28])[F:29])[cH:25]3)[c:12]([CH3:17])[cH:13][c:14]([I:16])[cH:15]2)[CH2:2][CH2:3]1.[Cu:37][C:38]#[N:39].[O:40]1[CH2:41][CH2:42][CH2:43][CH2:44]1.[Pd:45].[c:103]1([P:104]([c:105]2[cH:106][cH:107][cH:108][cH:109][cH:110]2)[c:111]2[cH:112][cH:113][cH:114][cH:115][cH:116]2)[cH:117][cH:118][cH:119][cH:120][cH:121]1.[c:46]1([P:47]([c:48]2[cH:49][cH:50][cH:51][cH:52][cH:53]2)[c:54]2[cH:55][cH:56][cH:57][cH:58][cH:59]2)[cH:60][cH:61][cH:62][cH:63][cH:64]1.[c:65]1([P:66]([c:67]2[cH:68][cH:69][cH:70][cH:71][cH:72]2)[c:73]2[cH:74][cH:75][cH:76][cH:77][cH:78]2)[cH:79][cH:80][cH:81][cH:82][cH:83]1.[c:84]1([P:85]([c:86]2[cH:87][cH:88][cH:89][cH:90][cH:91]2)[c:92]2[cH:93][cH:94][cH:95][cH:96][cH:97]2)[cH:98][cH:99][cH:100][cH:101][cH:102]1>>[C:1]1([CH:4]2[CH2:5][CH2:6]2)([NH:7][C:8](=[O:9])[c:10]2[c:11]([NH:18][C:19](=[O:20])[c:21]3[n:22](-[c:30]4[n:31][cH:32][cH:33][cH:34][c:35]4[Cl:36])[n:23][c:24]([C:26]([F:27])([F:28])[F:29])[cH:25]3)[c:12]([CH3:17])[cH:13][c:14]([C:38]#[N:39])[cH:15]2)[CH2:2][CH2:3]1. Starting materials: O=C(Cl)c1cc([N+](=O)[O-])ccc1F, Nc1cc(F)ccc1O. Yields the product O=C(Nc1cc(F)ccc1O)c1cc([N+](=O)[O-])ccc1F. As a reaction SMILES: [F:10][c:11]1[c:12]([C:13](=[O:14])[Cl:15])[cH:16][c:17]([N+:20](=[O:21])[O-:22])[cH:18][cH:19]1.[NH2:1][c:2]1[c:3]([OH:9])[cH:4][cH:5][c:6]([F:8])[cH:7]1>>[NH:1]([c:2]1[c:3]([OH:9])[cH:4][cH:5][c:6]([F:8])[cH:7]1)[C:13]([c:12]1[c:11]([F:10])[cH:19][cH:18][c:17]([N+:20](=[O:21])[O-:22])[cH:16]1)=[O:14]. The reactants are S1C(=NC2=C1C=CC=C2)C2CCN(CC2)C(C)=O (1-(4-(benzothiazol-2-yl)piperidin-1-yl)ethanone), [OH-].[K+] (KOH). The solvent is CO (MeOH). The product is N1CCC(CC1)C=1SC2=C(N1)C=CC=C2 (2-(Piperidin-4-yl)benzothiazole). Yield: 46.0%. Reaction SMILES: [S:1]1[C:5]2[CH:6]=[CH:7][CH:8]=[CH:9][C:4]=2[N:3]=[C:2]1[CH:10]1[CH2:15][CH2:14][N:13](C(=O)C)[CH2:12][CH2:11]1.[OH-].[K+]>CO>[NH:13]1[CH2:12][CH2:11][CH:10]([C:2]2[S:1][C:5]3[CH:6]=[CH:7][CH:8]=[CH:9][C:4]=3[N:3]=2)[CH2:15][CH2:14]1 |f:1.2|. Reported procedure: To a solution of 1.4 g of 1-(4-(benzothiazol-2-yl)piperidin-1-yl)ethanone in 10 mL of MeOH was added 7.5 mL of KOH (45 wt. % solution). After refluxing for 18 hours, the reaction was cooled to room temperature. The mixture was partitioned between EtOAc and water. The organic phase was washed with brine and dried over MgSO4. Concentration under reduced pressure gave 540 mg of the title compound as a solid. The reactants are FC(C=1C=C(C2=C(C=CO2)C1)Br)(F)F (5-trifluoromethyl-7-bromobenzofuran), C(C1=CC=CC=C1)N1CC(C(CC1)=O)C (1-benzyl-3-methyl-4-oxopiperidine). Product: C(C1=CC=CC=C1)N1CC(C(CC1)(C1=CC(=CC=2C=COC21)C(F)(F)F)O)C (1-benzyl-3-methyl-4-hydroxy-4-(5-trifluoromethylbenzofur-7-yl)piperidine). Isolated yield 43.3%. Reaction SMILES: [F:1][C:2]([F:14])([F:13])[C:3]1[CH:4]=[C:5](Br)[C:6]2[O:10][CH:9]=[CH:8][C:7]=2[CH:11]=1.[CH2:15]([N:22]1[CH2:27][CH2:26][C:25](=[O:28])[CH:24]([CH3:29])[CH2:23]1)[C:16]1[CH:21]=[CH:20][CH:19]=[CH:18][CH:17]=1>>[CH2:15]([N:22]1[CH2:27][CH2:26][C:25]([OH:28])([C:5]2[C:6]3[O:10][CH:9]=[CH:8][C:7]=3[CH:11]=[C:3]([C:2]([F:14])([F:13])[F:1])[CH:4]=2)[CH:24]([CH3:29])[CH2:23]1)[C:16]1[CH:17]=[CH:18][CH:19]=[CH:20][CH:21]=1. Procedure details: Beginning with 1.1 gm (4.15 mMol) 5-trifluoromethyl-7-bromobenzofuran and 0.93 gm (4.57 mMol) 1-benzyl-3-methyl-4-oxopiperidine, 0.70 gm (43%) of the desired compound were recovered as a yellow solid essentially as described in EXAMPLE 3. Reactants: C(C)N1C(OC(=N1)C1CCN(CC1)C1=CC=C(C=C1)/N=C/C=1OC(=CC1)[N+](=O)[O-])=O (3-Ethyl-5-[1-(4-[(E)-1-(5-nitro-2-furyl)methylidene]aminophenyl)-4-piperidyl]-2,3-dihydro-1,3,4-oxadiazol-2-one), C(#N)[BH3-].[Na+] (sodiumcyano borohydride), C([O-])(O)=O.[Na+] (sodium bi carbonate). Reagents/catalysts: CC(=O)O (CH3COOH). The solvent is CO (methanol). Yields the product C(C)N1C(OC(=N1)C1CCN(CC1)C1=CC=C(C=C1)NCC=1OC(=CC1)[N+](=O)[O-])=O (3-Ethyl-5-[1-(4-[(5-nitro-2-furyl)methyl]aminophenyl)-4-piperidyl]-2,3-dihydro-1,3,4-oxadiazol-2-one). The yield is 86.8%. Reaction SMILES: [CH2:1]([N:3]1[N:7]=[C:6]([CH:8]2[CH2:13][CH2:12][N:11]([C:14]3[CH:19]=[CH:18][C:17](/[N:20]=[CH:21]/[C:22]4[O:23][C:24]([N+:27]([O-:29])=[O:28])=[CH:25][CH:26]=4)=[CH:16][CH:15]=3)[CH2:10][CH2:9]2)[O:5][C:4]1=[O:30])[CH3:2].C([BH3-])#N.[Na+].C(=O)(O)[O-].[Na+]>CC(O)=O.CO>[CH2:1]([N:3]1[N:7]=[C:6]([CH:8]2[CH2:9][CH2:10][N:11]([C:14]3[CH:15]=[CH:16][C:17]([NH:20][CH2:21][C:22]4[O:23][C:24]([N+:27]([O-:29])=[O:28])=[CH:25][CH:26]=4)=[CH:18][CH:19]=3)[CH2:12][CH2:13]2)[O:5][C:4]1=[O:30])[CH3:2] |f:1.2,3.4|. Procedure details: 3-Ethyl-5-[1-(4[(E)-1-(5-nitro-2-furyl)methylidene]aminophenyl)-4-piperidyl]-2,3-dihydro-1,3,4-oxadiazol-2-one (9c, 0.41 g, 1 mmol) on reduction with sodiumcyano borohydride (0.12 g, 2 mmol) in the presence of catalytic amount of CH3COOH (3 drops) in methanol at 0° C. for 12 h. After completion of the reaction as indicated by TLC, the reaction mixture is neutralized with sodium bi carbonate and extracted into chloroform. The crude product thus obtained was purified by column chromatography using... Reaction SMILES: [CH3:1][C:2]([CH2:3][OH:4])([CH3:5])[O:6][CH:7]1[O:8][CH2:9][CH2:10][CH2:11][CH2:12]1.[Cl:25][CH2:26][Cl:27].[Na+:17].[Na+:18].[Na+:19].[O-:13][C:14]([OH:15])=[O:16].[O-:20][S:21]([O-:22])(=[S:23])=[O:24]>>[CH3:1][C:2]([CH:3]=[O:4])([CH3:5])[O:6][CH:7]1[O:8][CH2:9][CH2:10][CH2:11][CH2:12]1. Starting materials: CC(C)(CO)OC1CCCCO1, ClCCl, [Na+], [Na+], [Na+], O=C([O-])O, O=S([O-])([O-])=S. The product is CC(C)(C=O)OC1CCCCO1.